Task: describe an organic reaction: reactants, conditions, products, and yield. Dataset: the Open Reaction Database (ORD), a public repository of structured organic reaction records Reactants: [H-].[Na+] (NaH), C1(=CC=CC=C1)C=1N=C(OC1C1=CC=CC=C1)C1CCC(N1)=O (5-(4,5-diphenyloxazol-2-yl)pyrrolidin-2-one), [I-].[Na+] (sodium iodide), COC=1C=C(CCl)C=CC1 (3-methoxybenzyl chloride). The solvent is C1CCOC1 (THF), C1CCOC1 (THF). Reaction conditions: time 4 day. Product: COC=1C=C(CN2C(CCC2C=2OC(=C(N2)C2=CC=CC=C2)C2=CC=CC=C2)=O)C=CC1 (1-(3-methoxybenzyl)-5-(4,5-diphenyloxazol-2-yl)pyrrolidin-2-one). The yield is 66.9%. Reaction SMILES: [H-].[Na+].[C:3]1([C:9]2[N:10]=[C:11]([CH:20]3[NH:24][C:23](=[O:25])[CH2:22][CH2:21]3)[O:12][C:13]=2[C:14]2[CH:19]=[CH:18][CH:17]=[CH:16][CH:15]=2)[CH:8]=[CH:7][CH:6]=[CH:5][CH:4]=1.[I-].[Na+].[CH3:28][O:29][C:30]1[CH:31]=[C:32]([CH:35]=[CH:36][CH:37]=1)[CH2:33]Cl>C1COCC1>[CH3:28][O:29][C:30]1[CH:31]=[C:32]([CH:35]=[CH:36][CH:37]=1)[CH2:33][N:24]1[CH:20]([C:11]2[O:12][C:13]([C:14]3[CH:19]=[CH:18][CH:17]=[CH:16][CH:15]=3)=[C:9]([C:3]3[CH:4]=[CH:5][CH:6]=[CH:7][CH:8]=3)[N:10]=2)[CH2:21][CH2:22][C:23]1=[O:25] |f:0.1,3.4|. Procedure: To a solution of NaH (60% oil, 28 mg), 5-(4,5-diphenyloxazol-2-yl)pyrrolidin-2-one (0.15 g) and sodium iodide (catalytic amount) in THF (1 ml) was added a solution of 3-methoxybenzyl chloride (0.11 g) in THF (2 ml). After being stirred for 4 days at room temperature, the reaction mixture was partitioned between ethyl acetate and water. The organic layer was washed with brine. The dried solvent was evaporated in vacuo. The residue was purified by chromatography on silica gel to give 1-(3-methoxyb...